This data is from the Open Reaction Database (ORD), a public repository of structured organic reaction records. The task is: describe an organic reaction: reactants, conditions, products, and yield Reaction SMILES: [C:31]([O:32][CH2:33][CH3:34])(=[O:35])[CH3:36].[CH2:1]([CH2:2][CH2:3][CH3:4])[c:5]1[n:6]([CH2:13][c:14]2[cH:15][cH:16][c:17]([C:20](=[O:21])[O:22][CH3:23])[cH:18][cH:19]2)[c:7]([CH:11]=[O:12])[c:8]([Cl:10])[n:9]1.[CH3:27][C:28](=[O:29])[O-:30].[CH3:37][CH2:38][CH2:39][CH2:40][CH2:41][CH3:42].[CH3:43][OH:44].[H:24][H:25].[K+:26]>>[CH2:1]([CH2:2][CH2:3][CH3:4])[c:5]1[n:6]([CH2:13][c:14]2[cH:15][cH:16][c:17]([C:20](=[O:21])[O:22][CH3:23])[cH:18][cH:19]2)[c:7]([CH:11]=[O:12])[cH:8][n:9]1. Reactants: CCOC(C)=O, CCCCc1nc(Cl)c(C=O)n1Cc1ccc(C(=O)OC)cc1, CC(=O)[O-], CCCCCC, CO, [H][H], [K+]. Yields the product CCCCc1ncc(C=O)n1Cc1ccc(C(=O)OC)cc1. The reactants are Cc1cccc(NC(=O)NCC(=O)O)c1, CCOCC, CC(C)(C)OC(=O)C(Nc1ccccc1)C(=O)OC(C)(C)C, O=S(Cl)Cl. The product is Cc1cccc(NC(=O)NCC(=O)N(c2ccccc2)C(C(=O)OC(C)(C)C)C(=O)OC(C)(C)C)c1. Reaction SMILES: [CH3:1][c:2]1[cH:3][c:4]([NH:8][C:9]([NH:10][CH2:11][C:12](=[O:13])[OH:14])=[O:15])[cH:5][cH:6][cH:7]1.[CH3:42][CH2:43][O:44][CH2:45][CH3:46].[NH:16]([c:17]1[cH:18][cH:19][cH:20][cH:21][cH:22]1)[CH:23]([C:24](=[O:25])[O:26][C:27]([CH3:28])([CH3:29])[CH3:30])[C:31](=[O:32])[O:33][C:34]([CH3:35])([CH3:36])[CH3:37].[S:38]([Cl:39])([Cl:40])=[O:41]>>[CH3:1][c:2]1[cH:3][c:4]([NH:8][C:9]([NH:10][CH2:11][C:12](=[O:14])[N:16]([c:17]2[cH:18][cH:19][cH:20][cH:21][cH:22]2)[CH:23]([C:24](=[O:25])[O:26][C:27]([CH3:28])([CH3:29])[CH3:30])[C:31](=[O:32])[O:33][C:34]([CH3:35])([CH3:36])[CH3:37])=[O:15])[cH:5][cH:6][cH:7]1. Reactants: N1=CC=C(C=C1)SCC(=O)O ((4-pyridylthio)acetic acid), NC1=NC=2C=CC=NC2C2=C1N=C(N2CCCCN)CCCC (4-(4-amino-2-butyl-1H-imidazo[4,5-c][1,5]naphthyridin-1-yl)butaneamine). The product is NC1=NC=2C=CC=NC2C2=C1N=C(N2CCCCNC(CSC2=CC=NC=C2)=O)CCCC (N1-[4-(4-amino-2-butyl-1H-imidazo[4,5-c][1,5]naphthyridin-1-yl)butyl]-2-(4-pyridylsulfanyl)acetamide). The yield is 33.7%. Reaction SMILES: [N:1]1[CH:6]=[CH:5][C:4]([S:7][CH2:8][C:9]([OH:11])=O)=[CH:3][CH:2]=1.[NH2:12][C:13]1[C:22]2[N:23]=[C:24]([CH2:31][CH2:32][CH2:33][CH3:34])[N:25]([CH2:26][CH2:27][CH2:28][CH2:29][NH2:30])[C:21]=2[C:20]2[N:19]=[CH:18][CH:17]=[CH:16][C:15]=2[N:14]=1>>[NH2:12][C:13]1[C:22]2[N:23]=[C:24]([CH2:31][CH2:32][CH2:33][CH3:34])[N:25]([CH2:26][CH2:27][CH2:28][CH2:29][NH:30][C:9](=[O:11])[CH2:8][S:7][C:4]3[CH:3]=[CH:2][N:1]=[CH:6][CH:5]=3)[C:21]=2[C:20]2[N:19]=[CH:18][CH:17]=[CH:16][C:15]=2[N:14]=1. Procedure details: Using the general method of Example 105 (4-pyridylthio)acetic acid (0.11 g, 64 mmol) was reacted with 4-(4-amino-2-butyl-1H-imidazo[4,5-c][1,5]naphthyridin-1-yl)butaneamine (0.2 g, 0.64 mmol) to provide 0.1 g of N1-[4-(4-amino-2-butyl-1H-imidazo[4,5-c][1,5]naphthyridin-1-yl)butyl]-2-(4-pyridylsulfanyl)acetamide as a solid, m.p. 127.5-129° C. The reactants are tetrakis(triphenylphosphine)paladium, C(=O)(OC(C)(C)C)NS(=O)(=O)C1=CC=C(C=C1)Br (N-Boc-4-bromobenzenesulfonamide), FC(OC1=CC=C(C=C1)B(O)O)(F)F (4-trifluoromethoxyphenylboronic acid), C(=O)([O-])[O-].[Na+].[Na+] (Na2CO3), N#N (N2). Run in CC(=O)O (HOAc), C1(=CC=CC=C1)C (toluene), CCO (EtOH), O (H2O), C(C)(=O)OCC (ethyl acetate). Product: C(=O)(OC(C)(C)C)NS(=O)(=O)C1=CC=C(C=C1)C1=CC=C(C=C1)OC(F)(F)F (N-Boc-4′-(trifluoromethoxy)-[1,1′-biphenyl]-4-sulfonamide). Yield: 88.3%. As a reaction SMILES: [C:1]([NH:8][S:9]([C:12]1[CH:17]=[CH:16][C:15](Br)=[CH:14][CH:13]=1)(=[O:11])=[O:10])([O:3][C:4]([CH3:7])([CH3:6])[CH3:5])=[O:2].[F:19][C:20]([F:32])([F:31])[O:21][C:22]1[CH:27]=[CH:26][C:25](B(O)O)=[CH:24][CH:23]=1.C([O-])([O-])=O.[Na+].[Na+].N#N>O.C(OCC)(=O)C.CC(O)=O.C1(C)C=CC=CC=1.CCO>[C:1]([NH:8][S:9]([C:12]1[CH:17]=[CH:16][C:15]([C:25]2[CH:24]=[CH:23][C:22]([O:21][C:20]([F:19])([F:31])[F:32])=[CH:27][CH:26]=2)=[CH:14][CH:13]=1)(=[O:11])=[O:10])([O:3][C:4]([CH3:7])([CH3:6])[CH3:5])=[O:2] |f:2.3.4|. Procedure details: A mixture of Example 9A (3.10 g, 9.22 mmol), 4-trifluoromethoxyphenylboronic acid (2.13 g, 10.14 mmol), absolute EtOH (15 mL), 2 M aqueous Na2CO3 (9.22 mL, 18.44 mmol), and toluene (65 mL) was sparged with N2, treated with tetrakis(triphenylphosphine)paladium (0) (538 mg, 0.461 mmol), and heated at reflux for 1.25 hours. The reaction mixture was cooled, diluted with H2O (50 mL) and ethyl acetate (100 mL), and acidified to pH 3 with HOAc. The organic phase was washed with H2O and brine, dried (Na... Starting materials: CNCCCOC=1C=NC(=CC1)C (methyl(3-(6-methyl(3-pyridyloxy))propyl)amine), O=C([C@H](O)[C@@H](O)[C@@H](O)[C@H](O)C(=O)O)O (galactaric acid), O (Water). Solvent: C(C)O (ethanol). The product is O=C([C@H](O)[C@@H](O)[C@@H](O)[C@H](O)C(=O)O)O.CNCCCOC=1C=NC(=CC1)C.CNCCCOC=1C=NC(=CC1)C (Methyl(3-(6-methyl(3-pyridyloxy))propyl)amine Hemigalactarate). RXN SMILES: [CH3:1][NH:2][CH2:3][CH2:4][CH2:5][O:6][C:7]1[CH:8]=[N:9][C:10]([CH3:13])=[CH:11][CH:12]=1.[O:14]=[C:15]([OH:27])[C@@H:16]([C@H:18]([C@H:20]([C@@H:22]([C:24]([OH:26])=[O:25])[OH:23])[OH:21])[OH:19])[OH:17].O>C(O)C>[O:14]=[C:15]([OH:27])[C@@H:16]([C@H:18]([C@H:20]([C@@H:22]([C:24]([OH:26])=[O:25])[OH:23])[OH:21])[OH:19])[OH:17].[CH3:1][NH:2][CH2:3][CH2:4][CH2:5][O:6][C:7]1[CH:8]=[N:9][C:10]([CH3:13])=[CH:11][CH:12]=1.[CH3:1][NH:2][CH2:3][CH2:4][CH2:5][O:6][C:7]1[CH:8]=[N:9][C:10]([CH3:13])=[CH:11][CH:12]=1 |f:4.5.6|. Reported procedure: To a solution of methyl(3-(6-methyl(3-pyridyloxy))propyl)amine (1.224 g, 6.80 mmol) in ethanol (15 mL) was added galactaric acid (0.714 g, 3.40 mmol). Water (4 mL) was added drop-wise, while warming the solution to reflux. To remove some white, insoluble solids, the warm solution was filtered through a glass wool plug, washing the filter plug with a warm solution of ethanol-water (4:1, v/v). The filtrate was diluted with ethanol (20 mL). The mixture was allowed to cool to ambient temperature and... RXN SMILES: [CH3:1]/[C:2](/[O:8][Si](C)(C)C)=N\[Si](C)(C)C.O[C:14]1C=C[CH:21]=[C:20]2[C:15]=1[C:16](=[O:28])[C:17]([C:25]([Cl:27])=[O:26])=[C:18](O)[O:19]2.C(OCC)(=[O:31])C>>[OH:31][C:1]1[CH:14]=[C:15]2[C:20](=[CH:21][C:2]=1[OH:8])[O:19][CH:18]=[C:17]([C:25]([Cl:27])=[O:26])[C:16]2=[O:28]. Run at temperature 0 celsius. Product: OC=1C=C2C(C(=COC2=CC1O)C(=O)Cl)=O (6,7-Dihydroxychromone-3-carboxylic chloride). Procedure details: 7β-[D-2-Amino-2-(4-hydroxyphenyl)acetamido]-7α-methoxy-3-(1-methyl-5-tetrazolyl)thiomethyl-3-cephem-4-carboxylic acid trifluoroacetic acid salt (150 mg) was subjected to suspension into ethyl acetate (7.5 ml) and was added thereto with stirring at 0° C. N,O-bis(trimethylsilyl) acetamide (417 μl). To the resulting mixture was added with stirring at 0° C. dihydroxychromon-3-carbonyl chloride (58 mg) which was obtained in the preceding Item (a). There was added once more N,O-bis(trimethylsilyl)acet... Starting materials: 7β-[D-2-Amino-2-(4-hydroxyphenyl)acetamido]-7α-methoxy-3-(1-methyl-5-tetrazolyl)thiomethyl-3-cephem-4-carboxylic acid trifluoroacetic acid salt, C(C)(=O)OCC (ethyl acetate), C/C(=N\[Si](C)(C)C)/O[Si](C)(C)C (N,O-bis(trimethylsilyl) acetamide), OC1=C2C(C(=C(OC2=CC=C1)O)C(=O)Cl)=O (dihydroxychromon-3-carbonyl chloride). Reactants: CC1=CC=C(S1)C=O (5-methyl-2-thiophenecarboxaldehyde), C(C)OC(NC1=C(C=C(C=C1)N)[N+](=O)[O-])=O ((4-amino-2-nitro-phenyl)-carbamic acid ethyl ester), C([O-])(O)=O.[Na+] (sodium bicarbonate), C=O (Formaldehyde), Cl (HCl), [BH3-]C#N.[Na+] (NaBH3CN). Reagents/catalysts: [Fe] (iron), CC(=O)O (HOAc). Solvent: CC=1C=CC=CC1C (o-xylene), CCOC(=O)C (EtOAc), CC(=O)O (HOAc). Reaction conditions: temperature 60 celsius, time 5 minute. Product: C(C)OC(NC1=C(C=C(C=C1)N(C)CC=1SC(=CC1)C)N)=O ({2-Amino-4-[(5-methyl-thiophen-2-ylmethyl)-(methyl)-amino]-phenyl}-carbamic acid ethyl ester). Isolated yield 45.4%. As a reaction SMILES: [CH3:1][C:2]1[S:6][C:5]([CH:7]=O)=[CH:4][CH:3]=1.[CH2:9]([O:11][C:12](=[O:24])[NH:13][C:14]1[CH:19]=[CH:18][C:17]([NH2:20])=[CH:16][C:15]=1[N+:21]([O-])=O)[CH3:10].[BH3-][C:26]#N.[Na+].C=O.Cl.C(=O)(O)[O-].[Na+]>CC1C=CC=CC=1C.CC(O)=O.[Fe].CCOC(C)=O>[CH2:9]([O:11][C:12](=[O:24])[NH:13][C:14]1[CH:19]=[CH:18][C:17]([N:20]([CH2:7][C:5]2[S:6][C:2]([CH3:1])=[CH:3][CH:4]=2)[CH3:26])=[CH:16][C:15]=1[NH2:21])[CH3:10] |f:2.3,6.7|. Procedure details: A mixture of 5-methyl-2-thiophenecarboxaldehyde (108 μL, 1.00 mmol), (4-amino-2-nitro-phenyl)-carbamic acid ethyl ester (225 mg, 1.00 mmol) and Amberlite IRC-84 (10 mg) in o-xylene (4 mL) was heated at reflux under Ar for 5 hours. Volatiles were removed by evaporation in vacuo, and the residue was dissolved in acetonitrile (5 mL). To the resulting solution was added NaBH3CN (0.25 g, 4.0 mmol) followed by HOAc (5 drops). After stirring for 5 minutes, the solution became dark red. Formaldehyde (37...